This data is from the Open Reaction Database (ORD), a public repository of structured organic reaction records. The task is: describe an organic reaction: reactants, conditions, products, and yield Reaction SMILES: [CH3:16][OH:17].[CH3:1][NH:2][CH3:3].[CH3:5][CH:6]([CH2:7][CH2:8][C:9]([CH3:10])=[O:11])[CH3:12].[ClH:13].[ClH:4].[Na+:15].[OH-:14]>>[CH3:1][N:2]([CH3:3])[CH2:16][CH:8]([CH2:7][CH:6]([CH3:5])[CH3:12])[C:9]([CH3:10])=[O:11]. Starting materials: CO, CNC, CC(=O)CCC(C)C, Cl, Cl, [Na+], [OH-]. Product: CC(=O)C(CC(C)C)CN(C)C. Starting materials: C([O-])([O-])=O.[Ba+2] (Barium(II) carbonate), N(S(=O)(=O)C(F)(F)F)S(=O)(=O)C(F)(F)F (HNTf2). Solvent: O (water). Conditions: time 24 hour. Product: N(S(=O)(=O)C(F)(F)F)S(=O)(=O)C(F)(F)F.N(S(=O)(=O)C(F)(F)F)S(=O)(=O)C(F)(F)F.[Ba] (Barium Bis-triflimide). As a reaction SMILES: C(=O)([O-])[O-].[Ba+2:5].[NH:6]([S:14]([C:17]([F:20])([F:19])[F:18])(=[O:16])=[O:15])[S:7]([C:10]([F:13])([F:12])[F:11])(=[O:9])=[O:8]>O>[NH:6]([S:7]([C:10]([F:13])([F:11])[F:12])(=[O:9])=[O:8])[S:14]([C:17]([F:20])([F:19])[F:18])(=[O:16])=[O:15].[NH:6]([S:7]([C:10]([F:13])([F:11])[F:12])(=[O:9])=[O:8])[S:14]([C:17]([F:20])([F:19])[F:18])(=[O:16])=[O:15].[Ba:5] |f:0.1,4.5.6|. Procedure: 1.0 g of Barium(II) carbonate was suspended in 50 mL of water, to which freshly prepared HNTf2 (2.8 g) was added and stirred at room temperature for 24 hours. The reaction mixture was filtered and the filtrate was concentrated on a rotary evaporator and dried under vacuum (1 mmHg) for 4 hours at 150° C. The unpurified barium(II) bis-triflimide was found to display some catalytic activity in Friedel-Crafts reactions, and was more active than the calcium and strontium analogues. The yield is 79.7%. The reactants are C(=O)NC=1SC=C(N1)C(C(=O)NC1[C@@H]2N(C(=CCS2)C(=O)OCC2=CC=C(C=C2)[N+](=O)[O-])C1=O)=NOC (4-nitrobenzyl 7-[2-(2-formamidothiazol-4-yl)-2-methoxyiminoacetamido]-3-cephem-4-carboxylate), C(C)(=O)O (acetic acid), O (water), [H][H] (hydrogen). The product is C(=O)NC=1SC=C(N1)C(C(=O)NC1[C@@H]2N(C(=CCS2)C(=O)O)C1=O)=NOC (7-[2-(2 -formamidothiazol-4-yl)-2-methoxyiminoacetamido]-3-cephem-4-carboxylic acid). Procedure details: A suspension of 4-nitrobenzyl 7-[2-(2-formamidothiazol-4-yl)-2-methoxyiminoacetamido]-3-cephem-4-carboxylate (anti isomer, 4.2 g.), 10% palladium carbon (1.7 g.), acetic acid (0.63 ml.), water (6.3 ml.), methanol (42 ml.), and tetrahydrofuran (84 ml.) was subjected to catalytic reduction in a hydrogen atmosphere at room temperature for 2 hours. After removing the catalyst by filtration, the filtrate was concentrated to a volume of about 15 ml. under reduced pressure. Water (30 ml.) and ethyl ace... Reagents/catalysts: [C].[Pd] (palladium carbon). The solvent is O1CCCC1 (tetrahydrofuran), CO (methanol). RXN SMILES: [CH:1]([NH:3][C:4]1[S:5][CH:6]=[C:7]([C:9](=[N:35][O:36][CH3:37])[C:10]([NH:12][CH:13]2[C:33](=[O:34])[N:15]3[C:16]([C:20]([O:22]CC4C=CC([N+]([O-])=O)=CC=4)=[O:21])=[CH:17][CH2:18][S:19][C@H:14]23)=[O:11])[N:8]=1)=[O:2].C(O)(=O)C.O.[H][H]>[C].[Pd].O1CCCC1.CO>[CH:1]([NH:3][C:4]1[S:5][CH:6]=[C:7]([C:9](=[N:35][O:36][CH3:37])[C:10]([NH:12][CH:13]2[C:33](=[O:34])[N:15]3[C:16]([C:20]([OH:22])=[O:21])=[CH:17][CH2:18][S:19][C@H:14]23)=[O:11])[N:8]=1)=[O:2] |f:4.5|. Reactants: IC1=CN2CCC3=C(C(C2=N1)OC1CCN(CC1)C)C=CC=C3 (2-iodo-4-(1-methylpiperidin-4-yloxy)-9,10-dihydro-4H-3,10a-diaza-benzo[f]azulene), O (water), CC1=CC=C(C=C1)B(O)O (4-methylbenzeneboronic acid), C(=O)([O-])[O-].[K+].[K+] (K2CO3). Reagents/catalysts: CC(=O)[O-].CC(=O)[O-].[Pd+2] (Pd(OAc)2), [CH-]1C=CC=C1P(C2=CC=CC=C2)C3=CC=CC=C3.[CH-]1C=CC=C1P(C2=CC=CC=C2)C3=CC=CC=C3.[Fe+2] (1,1-bis(diphenylphosphino)ferrocene). Solvent: O1CCOCC1 (1,4-dioxane). Reaction conditions: temperature 100 celsius, time 3.5 hour. Yields the product CN1CCC(CC1)OC1C2=NC(=CN2CCC2=C1C=CC=C2)C2=CC=C(C=C2)C (4-(1-methylpiperidin-4-yloxy)-2-p-tolyl-9,10-dihydro-4H-3,10a-diaza-benzo[f]azulene). Reaction SMILES: I[C:2]1[N:11]=[C:10]2[N:4]([CH2:5][CH2:6][C:7]3[CH:23]=[CH:22][CH:21]=[CH:20][C:8]=3[CH:9]2[O:12][CH:13]2[CH2:18][CH2:17][N:16]([CH3:19])[CH2:15][CH2:14]2)[CH:3]=1.O.[CH3:25][C:26]1[CH:31]=[CH:30][C:29](B(O)O)=[CH:28][CH:27]=1.C([O-])([O-])=O.[K+].[K+]>O1CCOCC1.CC([O-])=O.CC([O-])=O.[Pd+2].[CH-]1C(P(C2C=CC=CC=2)C2C=CC=CC=2)=CC=C1.[CH-]1C(P(C2C=CC=CC=2)C2C=CC=CC=2)=CC=C1.[Fe+2]>[CH3:19][N:16]1[CH2:17][CH2:18][CH:13]([O:12][CH:9]2[C:8]3[CH:20]=[CH:21][CH:22]=[CH:23][C:7]=3[CH2:6][CH2:5][N:4]3[C:10]2=[N:11][C:2]([C:29]2[CH:30]=[CH:31][C:26]([CH3:25])=[CH:27][CH:28]=2)=[CH:3]3)[CH2:14][CH2:15]1 |f:3.4.5,7.8.9,10.11.12|. Procedure details: To a solution of 2-iodo-4-(1-methylpiperidin-4-yloxy)-9,10-dihydro-4H-3,10a-diaza-benzo[f]azulene (example 2) (50 mg, 0.12 mmole) in 1,4-dioxane (0.5 mL) are added water (0.1 mL), 4-methylbenzeneboronic acid (25 mg, 0.18 mmole), Pd(OAc)2 (1.4 mg, 6 μmmole), 1,1-bis(diphenylphosphino)ferrocene (3.3 mg, 6 μmmole) and K2CO3 (50 mg, 0.36 mmole). The vial is evacuated and filled with argon. The reaction mixture is stirred at 100° C. for 3.5 hours. Water is added to the reaction mixture, and the pH is... Starting materials: C(C)(C)(C)OP(=O)(OC(C)(C)C)OCCN1C(CN(CC1)C(=O)OCC1=CC=CC=C1)=O (Benzyl 4-{2-[(di-tert-butoxyphosphoryl)oxy]ethyl}-3-oxopiperazine-1-carboxylate). Reagents/catalysts: [Pd] (palladium on carbon). Run in CO (methanol). The product is P(=O)(OC(C)(C)C)(OC(C)(C)C)OCCN1C(CNCC1)=O (di-tert-butyl 2-(2-oxopiperazin-1-yl)ethyl phosphate). RXN SMILES: [C:1]([O:5][P:6]([O:13][CH2:14][CH2:15][N:16]1[CH2:21][CH2:20][N:19](C(OCC2C=CC=CC=2)=O)[CH2:18][C:17]1=[O:32])([O:8][C:9]([CH3:12])([CH3:11])[CH3:10])=[O:7])([CH3:4])([CH3:3])[CH3:2]>[Pd].CO>[P:6]([O:13][CH2:14][CH2:15][N:16]1[CH2:21][CH2:20][NH:19][CH2:18][C:17]1=[O:32])([O:8][C:9]([CH3:12])([CH3:11])[CH3:10])([O:5][C:1]([CH3:2])([CH3:3])[CH3:4])=[O:7]. Reported procedure: Benzyl 4-{2-[(di-tert-butoxyphosphoryl)oxy]ethyl}-3-oxopiperazine-1-carboxylate (1.20 g, 2.55 mmol) and 10% palladium on carbon (100 mg) in methanol (25 ml) were stirred at room temperature under an atmosphere of hydrogen for 2 hours and then filtered through Celite. The filtrate was evaporated to give di-tert-butyl 2-(2-oxopiperazin-1-yl)ethyl phosphate as a colourless oil which was dissolved in dimethylacetamide(4.0 ml) containing 2-(4-{[7-(3-chloropropoxy)quinazolin-4-yl]amino}-1H-pyrazol-1-y... Starting materials: Cl.COC([C@@H](N)CC1=CC=C(C=C1)OCC1=C(C=CC=C1Cl)Cl)=O (O-(2,6-dichlorobenzyl)-L-tyrosine methyl ester hydrochloride), CC1=C(NC(=C1C(C)=O)C)C(=O)O (3,5-dimethyl-4-acetylpyrrole-2-carboxylic acid). The product is ClC1=C(COC2=CC=C(C[C@H](NC(=O)C=3NC(=C(C3C)C(C)=O)C)C(=O)O)C=C2)C(=CC=C1)Cl (O-(2,6-dichlorobenzyl)-N-(4-acetyl-3,5-dimethyl-2-pyrroyl)-L-tyrosine), amorphous solid. Reaction SMILES: Cl.C[O:3][C:4](=[O:24])[C@H:5]([CH2:7][C:8]1[CH:13]=[CH:12][C:11]([O:14][CH2:15][C:16]2[C:21]([Cl:22])=[CH:20][CH:19]=[CH:18][C:17]=2[Cl:23])=[CH:10][CH:9]=1)[NH2:6].[CH3:25][C:26]1[C:30]([C:31](=[O:33])[CH3:32])=[C:29]([CH3:34])[NH:28][C:27]=1[C:35](O)=[O:36]>>[Cl:23][C:17]1[CH:18]=[CH:19][CH:20]=[C:21]([Cl:22])[C:16]=1[CH2:15][O:14][C:11]1[CH:12]=[CH:13][C:8]([CH2:7][C@@H:5]([C:4]([OH:3])=[O:24])[NH:6][C:35]([C:27]2[NH:28][C:29]([CH3:34])=[C:30]([C:31](=[O:33])[CH3:32])[C:26]=2[CH3:25])=[O:36])=[CH:9][CH:10]=1 |f:0.1|. Reported procedure: from O-(2,6-dichlorobenzyl)-L-tyrosine methyl ester hydrochloride and 3,5-dimethyl-4-acetylpyrrole-2-carboxylic acid. Freeze drying afforded the title compound as a light cream amorphous solid (550 mg). δH (DMSO-d6) 11.56, (1H, s), 7.61 (1H, d, J 7.8 Hz), 7.51 (2H, d, J 8.0 Hz), 7.41 (1H, t, J 8.0 Hz), 7.21 (2H, d, J 85 Hz), 6.96 (2H, d, J 8.5 Hz), 5.16 (2H, s), 4.69-4.55 (1H, m), 3.12 (1H, dd, J 13.7, 4.7 Hz), 2.99 (1H, dd, J 13.7, 9.1 Hz), 2.43 (3H, s), 2.38 (3H, s), 2.31 (3H, s); m/z (ESI, 60...